From a dataset of the Open Reaction Database (ORD), a public repository of structured organic reaction records. describe an organic reaction: reactants, conditions, products, and yield Starting materials: O=C(NC1=C(F)C(F)=C(C(F)=C1F)C(F)(F)F)C(C)CCC=2C=CC=CC2. Reagents/catalysts: O=C(O)C, [K].O=C(O)O, N=1C(OC)=CC(OC)=C2C=CC=CC12, O1B(OC(C)(C)C1(C)C)B2OC(C)(C)C(O2)(C)C, [B-](F)(F)(F)F.CC[N+](CC)(CC)CC, [Pd].O=C(O)C. Run in N#CC. Reaction conditions: temperature 80 celsius, time 15 hour. The product is O=C(NC1=C(F)C(F)=C(C(F)=C1F)C(F)(F)F)C(CB2OC(C)(C)C(O2)(C)C)CCC=3C=CC=CC3. Isolated yield 63.0%.